From a dataset of the Open Reaction Database (ORD), a public repository of structured organic reaction records. describe an organic reaction: reactants, conditions, products, and yield Reactants: CO, COC(=O)c1ccc(Cl)c(C(F)F)c1SC, [Li+], [OH-], O. Product: CSc1c(C(=O)O)ccc(Cl)c1C(F)F. Reaction SMILES: [CH3:20][OH:21].[Cl:1][c:2]1[c:3]([CH:14]([F:15])[F:16])[c:4]([S:12][CH3:13])[c:5]([C:6](=[O:7])[O:8][CH3:9])[cH:10][cH:11]1.[Li+:17].[OH-:18].[OH2:19]>>[Cl:1][c:2]1[c:3]([CH:14]([F:15])[F:16])[c:4]([S:12][CH3:13])[c:5]([C:6](=[O:7])[OH:8])[cH:10][cH:11]1. Reactants: C1(CC1)C1=CC=C2C=C(C(OC2=C1)C(F)(F)F)C(=O)O (7-cyclopropyl-2-(trifluoromethyl)-2H-chromene-3-carboxylic acid), ClCl (Cl2). The reagents and catalysts are [Zn] (Zn). Solvent: CC(=O)O (HOAc), CC(=O)O (HOAc). Conditions: time 0.75 hour. The product is ClC=1C=C2C=C(C(OC2=CC1C1CC1)C(F)(F)F)C(=O)O (6-chloro-7-cyclopropyl-2-(trifluoromethyl)-2H-chromene-3-carboxylic acid). Reaction SMILES: [CH:1]1([C:4]2[CH:13]=[C:12]3[C:7]([CH:8]=[C:9]([C:18]([OH:20])=[O:19])[CH:10]([C:14]([F:17])([F:16])[F:15])[O:11]3)=[CH:6][CH:5]=2)[CH2:3][CH2:2]1.[Cl:21]Cl>CC(O)=O.[Zn]>[Cl:21][C:5]1[CH:6]=[C:7]2[C:12](=[CH:13][C:4]=1[CH:1]1[CH2:2][CH2:3]1)[O:11][CH:10]([C:14]([F:15])([F:17])[F:16])[C:9]([C:18]([OH:20])=[O:19])=[CH:8]2. Procedure: To a solution of the product of Example 146 Step 2 (0.28 g, 1.0 mmol) in 5 mL HOAc was added Cl2 in HOAc (3.0 mL, −1.5 mmol). After 0.75 h, the reaction was treated with Zn dust for 1.5 h. The reaction mixture was decanted from the Zn and concentrated under vacuum. The resulting residue was triturated with H2O, filtered, and washed with H2O. The yield of 6-chloro-7-cyclopropyl-2-(trifluoromethyl)-2H-chromene-3-carboxylic acid was 0.26 g (82%) after drying overnight in a vacuum oven at 50° C.